Dataset: the Open Reaction Database (ORD), a public repository of structured organic reaction records. Task: describe an organic reaction: reactants, conditions, products, and yield Starting materials: C(C)(C)(C)C1=CC2=C(N(C(=N2)C2=NC=CC(=C2CO)Cl)C)C=C1 ((2-(5-(tert-butyl)-1-methyl-1H-benzo[d]imidazol-2-yl)-4-chloropyridin-3-yl)methanol), C(C)(=O)OCC=1C(=NC=CC1Cl)C1=NC2=C(N1C)C=CC(=C2)C(C)(C)C ((2-(5-(tert-butyl)-1-methyl-1H-benzo[d]imidazol-2-yl)-4-chloropyridin-3-yl)methyl acetate), [OH-].[Na+] (sodium hydroxide). Solvent: O (water), C(C)O (ethanol), O (water). Run at temperature 19 celsius, time 2 hour. The product is C(C)(C)(C)C=1C=CC2=C(N(C(=N2)C2=NC=CC(=C2CO)Cl)C)C1 ((2-(6-(tert-butyl)-1-methyl-1H-benzo[d]imidazol-2-yl)-4-chloropyridin-3-yl)methanol), C(C)(C)(C)C1=CC2=C(N(C(=N2)C2=NC=CC(=C2CO)Cl)C)C=C1 ((2-(5-(tert-butyl)-1-methyl-1H-benzo[d]imidazol-2-yl)-4-chloropyridin-3-yl)methanol). Reaction SMILES: [C:1]([C:5]1[CH:23]=[CH:22][C:8]2[N:9](C)[C:10]([C:12]3[C:17]([CH2:18][OH:19])=[C:16]([Cl:20])[CH:15]=[CH:14][N:13]=3)=[N:11][C:7]=2[CH:6]=1)([CH3:4])([CH3:3])[CH3:2].[C:24]([O:27][CH2:28][C:29]1[C:30]([C:36]2[N:40]([CH3:41])[C:39]3[CH:42]=[CH:43][C:44]([C:46]([CH3:49])([CH3:48])[CH3:47])=[CH:45][C:38]=3[N:37]=2)=[N:31][CH:32]=[CH:33][C:34]=1[Cl:35])(=O)C.[OH-].[Na+]>C(O)C.O>[C:1]([C:5]1[CH:23]=[CH:22][C:8]2[N:9]=[C:10]([C:12]3[C:17]([CH2:18][OH:19])=[C:16]([Cl:20])[CH:15]=[CH:14][N:13]=3)[N:11]([CH3:24])[C:7]=2[CH:6]=1)([CH3:2])([CH3:3])[CH3:4].[C:46]([C:44]1[CH:43]=[CH:42][C:39]2[N:40]([CH3:41])[C:36]([C:30]3[C:29]([CH2:28][OH:27])=[C:34]([Cl:35])[CH:33]=[CH:32][N:31]=3)=[N:37][C:38]=2[CH:45]=1)([CH3:49])([CH3:47])[CH3:48] |f:2.3|. Reported procedure: A mixture of 160l and 160j (480 mg, 1.3 mmol), and sodium hydroxide (104 mg, 2.6 mmol) in ethanol (20 mL) and water (20 mL) was stirred at 19° C. for 2 h. See FIG. 5. The mixture was diluted with water (20 mL) and extracted with EtOAc (20 mL×2). The organic layers were washed with brine (50 mL), dried over anhydrous sodium sulfate, and concentrated under reduced pressure to afford (2-(6-(tert-butyl)-1-methyl-1H-benzo[d]imidazol-2-yl)-4-chloropyridin-3-yl)methanol 160k and (2-(5-(tert-butyl)-1-me... Reactants: COC(=O)CBr, O=C([O-])[O-], CN1CCCC1, [K+], [K+], O=[N+]([O-])c1ccc(O)c2ccccc12, O. Product: COC(=O)COc1ccc([N+](=O)[O-])c2ccccc12. Reaction SMILES: [Br:21][CH2:22][C:23](=[O:24])[O:25][CH3:26].[C:15](=[O:16])([O-:17])[O-:18].[CH3:27][N:28]1[CH2:29][CH2:30][CH2:31][CH2:32]1.[K+:19].[K+:20].[N+:1](=[O:2])([O-:3])[c:4]1[cH:5][cH:6][c:7]([OH:14])[c:8]2[cH:9][cH:10][cH:11][cH:12][c:13]12.[OH2:33]>>[N+:1](=[O:2])([O-:3])[c:4]1[cH:5][cH:6][c:7]([O:14][CH2:22][C:23](=[O:24])[O:25][CH3:26])[c:8]2[cH:9][cH:10][cH:11][cH:12][c:13]12. Reactants: COC(C1=C(C=C(C(=C1)Cl)Cl)CO)=O (Methyl-4,5-dichloro-2-(hydroxymethyl)benzoate), C1(=CC=CC=C1)P(C1=CC=CC=C1)C1=CC=CC=C1 (triphenylphosphine), C(Br)(Br)(Br)Br (carbon tetrabromide). The solvent is C(Cl)Cl (CH2Cl2). Conditions: time 16 hour. Product: BrCC1=C(C(=O)OC)C=C(C(=C1)Cl)Cl (Methyl 2-(bromomethyl)-4,5 dichlorobenzoate). Yield: 49.9%. Reaction SMILES: [CH3:1][O:2][C:3](=[O:14])[C:4]1[CH:9]=[C:8]([Cl:10])[C:7]([Cl:11])=[CH:6][C:5]=1[CH2:12]O.C1(P(C2C=CC=CC=2)C2C=CC=CC=2)C=CC=CC=1.C(Br)(Br)(Br)[Br:35]>C(Cl)Cl>[Br:35][CH2:12][C:5]1[CH:6]=[C:7]([Cl:11])[C:8]([Cl:10])=[CH:9][C:4]=1[C:3]([O:2][CH3:1])=[O:14]. Reported procedure: To a solution of 169 mg (0.72 mmol) of the product of Step B in 3 mL of CH2Cl2 at 0° C. was added 283 mg (1.08 mmol, 1.5 eq) of triphenylphosphine and 360 mg (1.08 mmol, 1.5 eq) of carbon tetrabromide. The mixture was stirred for 16 hours and quenched with methanol. The reaction was concentrated in vacuo and the resultant oil was flash chromatographed with 2:1 hexane/ethyl acetate to afford the titled compound (107 mg, 50%) as a brownish orange oil. The reactants are 100, OC1=C2C(=C3N=C4C=CC=CC4=NC3=C1CC(=O)NCCCl)C=CC=C2 (5-hydroxy-N-β-chloroethylbenzo[a]phenazine-6-carboxyamide), [N+](=[N-])=C (diazomethane). The solvent is C(C)O (ethanol). Run at time 8 hour. Yields the product COC1=C2C(=C3N=C4C=CC=CC4=NC3=C1CC(=O)NCCCl)C=CC=C2 (5-methoxy-N-β-chloroethylbenzo[a]-phenazine-6-carboxyamide). Isolated yield 99.0%. Reaction SMILES: [OH:1][C:2]1[C:15]([CH2:16][C:17]([NH:19][CH2:20][CH2:21][Cl:22])=[O:18])=[C:14]2[C:5]([N:6]=[C:7]3[C:12](=[N:13]2)[CH:11]=[CH:10][CH:9]=[CH:8]3)=[C:4]2[CH:23]=[CH:24][CH:25]=[CH:26][C:3]=12.[N+](=[CH2:29])=[N-]>C(O)C>[CH3:29][O:1][C:2]1[C:15]([CH2:16][C:17]([NH:19][CH2:20][CH2:21][Cl:22])=[O:18])=[C:14]2[C:5]([N:6]=[C:7]3[C:12](=[N:13]2)[CH:11]=[CH:10][CH:9]=[CH:8]3)=[C:4]2[CH:23]=[CH:24][CH:25]=[CH:26][C:3]=12. Procedure details: To a suspension of 100 of 5-hydroxy-N-β-chloroethylbenzo[a]phenazine-6-carboxyamide in 10 ml of ethanol was added an excess amount of diazomethane ethereal solution, followed by stirring at room temperature overnight. The solvent was concentrated under reduced pressure, and the resulting solid was recrystallized from acetic acid to give 103 mg (99% yield) of 5-methoxy-N-β-chloroethylbenzo[a]-phenazine-6-carboxyamide as yellow needles, m.p. 211°-213° C., Anal. Calcd. (%) for C20H16N3O2Cl; C, 65.8...